This data is from the Open Reaction Database (ORD), a public repository of structured organic reaction records. The task is: describe an organic reaction: reactants, conditions, products, and yield Run in O (water), C(C)O (ethanol). Yields the product FC=1C=CC=2N(C1)C(=NC2I)CO ((6-fluoro-1-iodo-imidazo[1,5-a]pyridin-3-yl)-methanol). Conditions: time 3 hour. Starting materials: C([O-])(O)=O.[Na+] (Sodium bicarbonate), FC=1C=CC=2N(C1)C(=NC2)CO ((6-fluoro-imidazo[1,5-a]pyridin-3-yl)-methanol), II (iodine). Procedure: In a round-bottomed flask, (6-fluoro-imidazo[1,5-a]pyridin-3-yl)-methanol (225 mg, 1.15 mmol) was dissolved in ethanol (2 ml) and water (1 ml). Sodium bicarbonate (341 mg, 4.06 mmol) was added followed by iodine (383 mg, 1.51 mmol). The dark brown suspension was stirred at room temperature for 3 h then quenched with 10% Na2S2O3-solution and extracted with EtOAc (2×). The organic layers were washed with water and brine then dried over sodium sulfate, filtered and concentrated. The residue was abs... Reaction SMILES: [F:1][C:2]1[CH:3]=[CH:4][C:5]2[N:6]([C:8]([CH2:11][OH:12])=[N:9][CH:10]=2)[CH:7]=1.C(=O)(O)[O-].[Na+].[I:18]I>C(O)C.O>[F:1][C:2]1[CH:3]=[CH:4][C:5]2[N:6]([C:8]([CH2:11][OH:12])=[N:9][C:10]=2[I:18])[CH:7]=1 |f:1.2|. Isolated yield 46.7%. The reactants are Cc1ccc(S(=O)(=O)OCCCCCCNC(=O)C23CC4CC(CC(C4)C2)C3)cc1, C1CCNC1, CC#N. Product: O=C(NCCCCCCN1CCCC1)C12CC3CC(CC(C3)C1)C2. As a reaction SMILES: [C:1]12([C:11](=[O:12])[NH:13][CH2:14][CH2:15][CH2:16][CH2:17][CH2:18][CH2:19][O:20][S:21]([c:22]3[cH:23][cH:24][c:25]([CH3:26])[cH:27][cH:28]3)(=[O:29])=[O:30])[CH2:2][CH:3]3[CH2:4][CH:5]([CH2:6][CH:7]([CH2:8]1)[CH2:9]3)[CH2:10]2.[CH2:31]1[CH2:32][CH2:33][NH:34][CH2:35]1.[CH3:36][C:37]#[N:38]>>[C:1]12([C:11](=[O:12])[NH:13][CH2:14][CH2:15][CH2:16][CH2:17][CH2:18][CH2:19][N:34]3[CH2:33][CH2:32][CH2:31][CH2:35]3)[CH2:2][CH:3]3[CH2:4][CH:5]([CH2:6][CH:7]([CH2:8]1)[CH2:9]3)[CH2:10]2. Reactants: [BH4-], Cc1cccc(C)c1COc1cccc(C(=O)CCC(=O)O)c1, CO, [Ce+3], [Cl-], [Cl-], [Cl-], [Na+]. The product is Cc1cccc(C)c1COc1cccc(C(O)CCC(=O)O)c1. RXN SMILES: [BH4-:28].[CH3:1][c:2]1[c:3]([CH2:4][O:5][c:6]2[cH:7][c:8]([C:12]([CH2:13][CH2:14][C:15](=[O:16])[OH:17])=[O:18])[cH:9][cH:10][cH:11]2)[c:19]([CH3:23])[cH:20][cH:21][cH:22]1.[CH3:30][OH:31].[Ce+3:25].[Cl-:24].[Cl-:26].[Cl-:27].[Na+:29]>>[CH3:1][c:2]1[c:3]([CH2:4][O:5][c:6]2[cH:7][c:8]([CH:12]([CH2:13][CH2:14][C:15](=[O:16])[OH:17])[OH:18])[cH:9][cH:10][cH:11]2)[c:19]([CH3:23])[cH:20][cH:21][cH:22]1. The reactants are C[C@@H]1CN(CCN1C1=NC2=C(N1)C=C(C=C2C2=CC(=C(C(=C2)F)F)F)C(F)(F)F)C2=C(C=C(C=N2)CO)C(F)(F)F ((6-{(3R)-3-Methyl-4-[6-trifluoromethyl-4-(3,4,5-trifluoro-phenyl)-1H-benzoimidazol-2-yl]-piperazin-1-yl}-5-trifluoromethyl-pyridin-3-yl)-methanol). The reagents and catalysts are O=[Mn]=O (MnO2). Yields the product C[C@@H]1CN(CCN1C1=NC2=C(N1)C(=CC(=C2)C(F)(F)F)C2=CC(=C(C(=C2)F)F)F)C2=C(C=C(C=N2)C=O)C(F)(F)F (6-{(3R)-3-Methyl-4-[5-trifluoromethyl-7-(3,4,5-trifluoro-phenyl)-1H-benzoimidazol-2-yl]-piperazin-1-yl}-5-trifluoromethyl-pyridine-3-carbaldehyde). As a reaction SMILES: [CH3:1][C@H:2]1[N:7]([C:8]2[NH:12][C:11]3[CH:13]=[C:14]([C:26]([F:29])([F:28])[F:27])[CH:15]=[C:16]([C:17]4[CH:22]=[C:21]([F:23])[C:20]([F:24])=[C:19]([F:25])[CH:18]=4)[C:10]=3[N:9]=2)[CH2:6][CH2:5][N:4]([C:30]2[N:35]=[CH:34][C:33]([CH2:36][OH:37])=[CH:32][C:31]=2[C:38]([F:41])([F:40])[F:39])[CH2:3]1>O=[Mn]=O>[CH3:1][C@H:2]1[N:7]([C:8]2[NH:9][C:10]3[C:16]([C:17]4[CH:18]=[C:19]([F:25])[C:20]([F:24])=[C:21]([F:23])[CH:22]=4)=[CH:15][C:14]([C:26]([F:29])([F:28])[F:27])=[CH:13][C:11]=3[N:12]=2)[CH2:6][CH2:5][N:4]([C:30]2[N:35]=[CH:34][C:33]([CH:36]=[O:37])=[CH:32][C:31]=2[C:38]([F:41])([F:39])[F:40])[CH2:3]1. Reported procedure: (6-{(3R)-3-Methyl-4-[6-trifluoromethyl-4-(3,4,5-trifluoro-phenyl)-1H-benzoimidazol-2-yl]-piperazin-1-yl}-5-trifluoromethyl-pyridin-3-yl)-methanol (1.18 g, 2.0 mmol, Example 183h) reacted with MnO2 (3.48, 40 mmol, Aldrich) under the conditions of Example 154a to give the title compound as a white solid, which was used in the next step without additional purification. MS (ESI, pos. ion) m/e: 588 (M+1). The reactants are NC1=CC=C(C=C1)CCC(=O)OC (methyl 3-(4-aminophenyl)propanoate), [N+](=O)([O-])C1=C(C=CC=C1)S(=O)(=O)Cl (2-nitrobenzenesulfonyl chloride). As a reaction SMILES: [NH2:1][C:2]1[CH:7]=[CH:6][C:5]([CH2:8][CH2:9][C:10]([O:12][CH3:13])=[O:11])=[CH:4][CH:3]=1.[N+:14]([C:17]1[CH:22]=[CH:21][CH:20]=[CH:19][C:18]=1[S:23](Cl)(=[O:25])=[O:24])([O-:16])=[O:15]>N1C=CC=CC=1>[N+:14]([C:17]1[CH:22]=[CH:21][CH:20]=[CH:19][C:18]=1[S:23]([NH:1][C:2]1[CH:3]=[CH:4][C:5]([CH2:8][CH2:9][C:10]([O:12][CH3:13])=[O:11])=[CH:6][CH:7]=1)(=[O:25])=[O:24])([O-:16])=[O:15]. Run at time 45 hour. Procedure: To a solution of methyl 3-(4-aminophenyl)propanoate (2.69 g, 15.0 mmol) in pyridine (20 mL) was added 2-nitrobenzenesulfonyl chloride (3.99 g, 18.0 mmol) by small portions, and the mixture was stirred at room temperature for 45 hr. The solvent was evaporated under reduced pressure, and water and ethyl acetate were added to the obtained residue. The mixture was stirred with heating at 80° C. for 15 min and filtrated through celite. The organic layer was washed with saturated brine, dried over anh... The solvent is N1=CC=CC=C1 (pyridine). The product is [N+](=O)([O-])C1=C(C=CC=C1)S(=O)(=O)NC1=CC=C(C=C1)CCC(=O)OC (methyl 3-(4-{[(2-nitrophenyl)sulfonyl]amino}phenyl)propanoate). The yield is 62.0%. Reactants: NC1=NC=C(C(=N1)N1N=C(C2=CC=C(C=C12)I)C(=O)O)Cl (1-(2-amino-5-chloropyrimidin-4-yl)-6-iodo-1H-indazole-3-carboxylic acid), CC1=NC(=NO1)[C@@](C)(C#C)O ((2R)-2-(5-methyl-1,2,4-oxadiazol-3-yl)but-3-yn-2-ol). Reagents/catalysts: C=1C=CC(=CC1)[P](C=2C=CC=CC2)(C=3C=CC=CC3)[Pd]([P](C=4C=CC=CC4)(C=5C=CC=CC5)C=6C=CC=CC6)([P](C=7C=CC=CC7)(C=8C=CC=CC8)C=9C=CC=CC9)[P](C=1C=CC=CC1)(C=1C=CC=CC1)C=1C=CC=CC1 (tetrakis(triphenylphosphine)palladium), [Cu]I (copper(I) iodide). Run in N1CCCCC1 (piperidine). Conditions: temperature 35 celsius. Yields the product NC1=NC=C(C(=N1)N1N=C(C2=CC=C(C=C12)C#C[C@](C)(C1=NOC(=N1)C)O)C(=O)O)Cl (1-(2-amino-5-chloropyrimidin-4-yl)-6-[(3R)-3-hydroxy-3-(5-methyl-1,2,4-oxadiazol-3-yl)but-1-yn-1-yl]-1H-indazole-3-carboxylic acid). Reaction SMILES: [NH2:1][C:2]1[N:7]=[C:6]([N:8]2[C:16]3[C:11](=[CH:12][CH:13]=[C:14](I)[CH:15]=3)[C:10]([C:18]([OH:20])=[O:19])=[N:9]2)[C:5]([Cl:21])=[CH:4][N:3]=1.[CH3:22][C:23]1[O:27][N:26]=[C:25]([C@:28]([OH:32])([C:30]#[CH:31])[CH3:29])[N:24]=1>N1CCCCC1.C1C=CC([P]([Pd]([P](C2C=CC=CC=2)(C2C=CC=CC=2)C2C=CC=CC=2)([P](C2C=CC=CC=2)(C2C=CC=CC=2)C2C=CC=CC=2)[P](C2C=CC=CC=2)(C2C=CC=CC=2)C2C=CC=CC=2)(C2C=CC=CC=2)C2C=CC=CC=2)=CC=1.[Cu]I>[NH2:1][C:2]1[N:7]=[C:6]([N:8]2[C:16]3[C:11](=[CH:12][CH:13]=[C:14]([C:31]#[C:30][C@@:28]([OH:32])([C:25]4[N:24]=[C:23]([CH3:22])[O:27][N:26]=4)[CH3:29])[CH:15]=3)[C:10]([C:18]([OH:20])=[O:19])=[N:9]2)[C:5]([Cl:21])=[CH:4][N:3]=1 |^1:42,44,63,82|. Procedure details: To a solution of 1-(2-amino-5-chloropyrimidin-4-yl)-6-iodo-1H-indazole-3-carboxylic acid (400 mg at 58% purity, 0.56 mmol) in piperidine (3 mL) was introduced tetrakis(triphenylphosphine)palladium (0) (111 mg, 0.10 mmol), copper(I) iodide (18.3 mg, 0.10 mmol) and (2R)-2-(5-methyl-1,2,4-oxadiazol-3-yl)but-3-yn-2-ol (293 mg, 1.93 mmol). The reaction was warmed to 35° C. under an atmosphere of nitrogen for 1 hr. After cooling to RT, the reaction mixture was concentrated in vacuo and the residue pur... Starting materials: COC1=CC=C(C=C1)N1CCN(CC1)C1=CC=C(C=C1)N1C(NN=C1)=O (2,4-dihydro-4-[4-[4-(4-methoxyphenyl)-1-piperazinyl ]-phenyl]-3H-1,2,4-triazol-3-one), [H-].[Na+] (sodium hydride), CN(C=O)C (N,N-dimethylformarnide), C[C@H](CC)O.BrC1=CC=C(C=C1)S(=O)(=O)[O-] ((R)-2-butanol 4-bromobenzenesulfonate), C[C@H](CC)O.BrC1=CC=C(C=C1)S(=O)(=O)[O-] ((R)-2-butanol 4-bromobenzenesulfonate). Run in O (water). Run at temperature 80 celsius, time 3 hour. The product is CC1([C@@]2(C(CC1CC2)=O)CS(=O)(=O)O)C.COC2=CC=C(C=C2)N2CCN(CC2)C2=CC=C(C=C2)N2C(N(N=C2)[C@H](CC)C)=O ((+)-(S)-2,4-dihydro-4-[4-[4-(4-methoxyphenyl)-1-piperazinyl]phenyl]-2-(1-methylpropyl)-3H-1,2,4-triazol-3-one (S)-7,7-dimethyl-2-oxobicyclo[2.2.1]heptane-1-methanesulfonate). Isolated yield 37.7%. RXN SMILES: [CH3:1][O:2][C:3]1[CH:8]=[CH:7][C:6]([N:9]2[CH2:14][CH2:13][N:12]([C:15]3[CH:20]=[CH:19][C:18]([N:21]4[CH:25]=[N:24][NH:23][C:22]4=[O:26])=[CH:17][CH:16]=3)[CH2:11][CH2:10]2)=[CH:5][CH:4]=1.[H-].[Na+].CN(C)C=O.[CH3:34][C@@H:35](O)[CH2:36]C.Br[C:40]1[CH:45]=C[C:43]([S:46]([O-:49])(=[O:48])=[O:47])=[CH:42][CH:41]=1>O>[CH3:34][C:35]1([CH3:36])[CH:5]2[CH2:6][CH2:7][C@@:8]1([CH2:43][S:46]([OH:49])(=[O:48])=[O:47])[C:3](=[O:2])[CH2:4]2.[CH3:1][O:2][C:3]1[CH:8]=[CH:7][C:6]([N:9]2[CH2:10][CH2:11][N:12]([C:15]3[CH:20]=[CH:19][C:18]([N:21]4[CH:25]=[N:24][N:23]([C@@H:40]([CH3:45])[CH2:41][CH3:42])[C:22]4=[O:26])=[CH:17][CH:16]=3)[CH2:13][CH2:14]2)=[CH:5][CH:4]=1 |f:1.2,4.5,7.8|. Procedure: A mixture of 3.5 g of 2,4-dihydro-4-[4-[4-(4-methoxyphenyl)-1-piperazinyl ]-phenyl]-3H-1,2,4-triazol-3-one, 0.6 g of a sodium hydride dispersion 50% and 100 ml of N,N-dimethylformarnide was stirred for 3 hours at 80° C. After the addition of 3.5 g of (R)-2-butanol 4-bromobenzenesulfonate (ester) (intermediate (3)), stirring was continued for 6 hours at this temperature. After cooling, water was added The crystallized product was filtered off and taken up in trichloromethane. The undissolved part...